This data is from the Open Reaction Database (ORD), a public repository of structured organic reaction records. The task is: describe an organic reaction: reactants, conditions, products, and yield Starting materials: CN1N=C2CCN(C(=O)C(COCc3ccccc3)NC(=O)C(C)(C)NC(=O)OC(C)(C)C)CC2(Cc2ccccc2)C1=O, O=C([O-])O, ClCCl, CCOC(C)=O, CCCCCC, CC(C)O, O=C(O)C(F)(F)F, [Na+]. The product is CN1N=C2CCN(C(=O)C(COCc3ccccc3)NC(=O)C(C)(C)N)CC2(Cc2ccccc2)C1=O. Reaction SMILES: [C:1]([O:2][C:3](=[O:4])[NH:7][C:8]([CH3:9])([CH3:10])[C:11]([NH:12][CH:13]([C:14](=[O:15])[N:16]1[CH2:17][C:18]2([CH2:27][c:28]3[cH:29][cH:30][cH:31][cH:32][cH:33]3)[C:19](=[N:22][N:23]([CH3:26])[C:24]2=[O:25])[CH2:20][CH2:21]1)[CH2:34][O:35][CH2:36][c:37]1[cH:38][cH:39][cH:40][cH:41][cH:42]1)=[O:43])([CH3:5])([CH3:6])[CH3:44].[C:52](=[O:53])([OH:54])[O-:55].[CH2:61]([Cl:62])[Cl:63].[CH3:64][CH2:65][O:66][C:67](=[O:68])[CH3:69].[CH3:70][CH2:71][CH2:72][CH2:73][CH2:74][CH3:75].[CH:57]([OH:58])([CH3:59])[CH3:60].[F:45][C:46]([F:47])([F:48])[C:49]([OH:50])=[O:51].[Na+:56]>>[NH2:7][C:8]([CH3:9])([CH3:10])[C:11]([NH:12][CH:13]([C:14](=[O:15])[N:16]1[CH2:17][C:18]2([CH2:27][c:28]3[cH:29][cH:30][cH:31][cH:32][cH:33]3)[C:19](=[N:22][N:23]([CH3:26])[C:24]2=[O:25])[CH2:20][CH2:21]1)[CH2:34][O:35][CH2:36][c:37]1[cH:38][cH:39][cH:40][cH:41][cH:42]1)=[O:43]. The reactants are Br, O=C([O-])O, COc1c(C)cc(C)c2c1OC(C)(C)C2=O, CC(=O)O, [Na+], O. Product: Cc1cc(C)c2c(c1O)OC(C)(C)C2=O. As a reaction SMILES: [BrH:17].[C:19](=[O:20])([OH:21])[O-:22].[CH3:1][O:2][c:3]1[c:4]([CH3:16])[cH:5][c:6]([CH3:15])[c:7]2[c:11]1[O:10][C:9]([CH3:12])([CH3:13])[C:8]2=[O:14].[CH3:24][C:25](=[O:26])[OH:27].[Na+:23].[OH2:18]>>[OH:2][c:3]1[c:4]([CH3:16])[cH:5][c:6]([CH3:15])[c:7]2[c:11]1[O:10][C:9]([CH3:12])([CH3:13])[C:8]2=[O:14].